Dataset: the Open Reaction Database (ORD), a public repository of structured organic reaction records. Task: describe an organic reaction: reactants, conditions, products, and yield The solvent is C(C)(=O)O (acetic acid). Isolated yield 87.5%. Reported procedure: A mixture of 69 mg (0.260 mmol) N-(2-formylfuro[3,2-c]pyridin-4-yl)benzamide (Example 3A) and 43 mg (0.52 mmol) (2Z)-3-aminobut-2-enenitrile in acetic acid (4.5 ml) was stirred for 45 min at 110° C. Upon cooling, the reaction mixture was concentrated under reduced pressure, and the residue was treated with ethyl acetate and saturated aq. sodium carbonate solution. The organic layer was separated, washed with brine and water, dried over sodium sulfate, and concentrated under reduced pressure to a... Yields the product C(#N)C1=C(NC(=C(C1C1=CC=2C(=NC=CC2O1)NC(C1=CC=CC=C1)=O)C#N)C)C (N-[2-(3,5-Dicyano-2,6-dimethyl-1,4-dihydropyridin-4-yl)furo[3,2-c]pyridin-4-yl]benzamide). The reactants are C(=O)C1=CC=2C(=NC=CC2O1)NC(C1=CC=CC=C1)=O (N-(2-Formylfuro[3,2-c]pyridin-4-yl)benzamide), N\C(=C/C#N)\C ((2Z)-3-aminobut-2-enenitrile). Reaction conditions: temperature 110 celsius, time 45 minute. RXN SMILES: [CH:1]([C:3]1[O:11][C:10]2[CH:9]=[CH:8][N:7]=[C:6]([NH:12][C:13](=[O:20])[C:14]3[CH:19]=[CH:18][CH:17]=[CH:16][CH:15]=3)[C:5]=2[CH:4]=1)=O.[NH2:21]/[C:22](/[CH3:26])=[CH:23]\[C:24]#[N:25]>C(O)(=O)C>[C:24]([C:23]1[CH:1]([C:3]2[O:11][C:10]3[CH:9]=[CH:8][N:7]=[C:6]([NH:12][C:13](=[O:20])[C:14]4[CH:15]=[CH:16][CH:17]=[CH:18][CH:19]=4)[C:5]=3[CH:4]=2)[C:5]([C:6]#[N:7])=[C:4]([CH3:3])[NH:21][C:22]=1[CH3:26])#[N:25]. The reactants are O=C(Cl)C(=O)Cl, ClCCl, O=C(O)c1ccc(Cl)nc1Cl. Yields the product O=C(Cl)c1ccc(Cl)nc1Cl. RXN SMILES: [Cl:12][C:13]([C:14]([Cl:15])=[O:16])=[O:17].[Cl:18][CH2:19][Cl:20].[Cl:1][c:2]1[n:3][c:4]([Cl:11])[cH:5][cH:6][c:7]1[C:8](=[O:9])[OH:10]>>[Cl:1][c:2]1[n:3][c:4]([Cl:11])[cH:5][cH:6][c:7]1[C:8](=[O:9])[Cl:12]. The reactants are [H-].[Al+3].[Li+].[H-].[H-].[H-] (lithium aluminum hydride), FC1=C(NC(CC)=O)C=CC(=C1)F (2′,4′-Difluoropropionanilide), [H-].[Al+3].[Li+].[H-].[H-].[H-] (lithium aluminum hydride), CO (methanol), [Cl-].[NH4+] (ammonium chloride). Run in O1CCCC1 (tetrahydrofuran). Conditions: temperature 70 celsius, time 7 hour. Yields the product C(CC)NC1=C(C=C(C=C1)F)F (N-(n-propyl)-2,4-difluoroaniline). Yield: 86.0%. As a reaction SMILES: [F:1][C:2]1[CH:12]=[C:11]([F:13])[CH:10]=[CH:9][C:3]=1[NH:4][C:5](=O)[CH2:6][CH3:7].[H-].[Al+3].[Li+].[H-].[H-].[H-].CO.[Cl-].[NH4+]>O1CCCC1>[CH2:5]([NH:4][C:3]1[CH:9]=[CH:10][C:11]([F:13])=[CH:12][C:2]=1[F:1])[CH2:6][CH3:7] |f:1.2.3.4.5.6,8.9|. Reported procedure: 2′,4′-Difluoropropionanilide (7.17 g, 38.7 mmol) was dissolved in tetrahydrofuran (30 ml), followed by the addition of lithium aluminum hydride (7 g, 184 mmol). The resulting mixture was stirred at 70° C. for 7 hours. Under ice-water cooling, methanol (10 ml) was added to decompose excess lithium aluminum hydride. A saturated aqueous solution of ammonium chloride (100 ml) was then added to the reaction mixture, and a precipitate was filtered off. The filtrate was extracted with chloroform, and t...